Dataset: the Open Reaction Database (ORD), a public repository of structured organic reaction records. Task: describe an organic reaction: reactants, conditions, products, and yield Starting materials: CC(C)(C)c1ccc(CN)cc1, CO, CS(C)=O, O=C(O)C(O)c1cccc2cnccc12, O=C(O)Cc1cccc2cnccc12. The product is CC(C)(C)c1ccc(CNC(=O)C(O)c2cccc3cnccc23)cc1. As a reaction SMILES: [C:1]([CH3:2])([CH3:3])([CH3:4])[c:5]1[cH:6][cH:7][c:8]([CH2:9][NH2:10])[cH:11][cH:12]1.[CH3:42][OH:43].[CH3:44][S:45]([CH3:46])=[O:47].[OH:13][CH:14]([C:15](=[O:16])[OH:17])[c:18]1[c:19]2[cH:20][cH:21][n:22][cH:23][c:24]2[cH:25][cH:26][cH:27]1.[cH:28]1[c:29]2[c:30]([c:31]([CH2:32][C:33]([OH:34])=[O:35])[cH:36][cH:37][cH:38]2)[cH:39][cH:40][n:41]1>>[C:1]([CH3:2])([CH3:3])([CH3:4])[c:5]1[cH:6][cH:7][c:8]([CH2:9][NH:10][C:15]([CH:14]([OH:13])[c:18]2[c:19]3[cH:20][cH:21][n:22][cH:23][c:24]3[cH:25][cH:26][cH:27]2)=[O:16])[cH:11][cH:12]1. Starting materials: Cc1ccccc1, CO, COC(=O)c1cc(Br)ccc1NC(=O)COCC(=O)N1CCN(C(c2ccccc2)c2ccccc2)CC1, [Na+], [Na+], O=C([O-])[O-], c1ccc(P(c2ccccc2)(c2ccccc2)[Pd](P(c2ccccc2)(c2ccccc2)c2ccccc2)(P(c2ccccc2)(c2ccccc2)c2ccccc2)P(c2ccccc2)(c2ccccc2)c2ccccc2)cc1, OB(O)c1cnc2ccccc2c1. Product: COC(=O)c1cc(-c2cnc3ccccc3c2)ccc1NC(=O)COCC(=O)N1CCN(C(c2ccccc2)c2ccccc2)CC1. As a reaction SMILES: [CH3:58][c:59]1[cH:60][cH:61][cH:62][cH:63][cH:64]1.[CH3:65][OH:66].[CH:1]([c:2]1[cH:3][cH:4][cH:5][cH:6][cH:7]1)([c:8]1[cH:9][cH:10][cH:11][cH:12][cH:13]1)[N:14]1[CH2:15][CH2:16][N:17]([C:20]([CH2:21][O:22][CH2:23][C:24](=[O:25])[NH:26][c:27]2[c:28]([C:29](=[O:30])[O:31][CH3:32])[cH:33][c:34]([Br:37])[cH:35][cH:36]2)=[O:38])[CH2:18][CH2:19]1.[Na+:52].[Na+:53].[O-:54][C:55](=[O:56])[O-:57].[cH:67]1[cH:68][cH:69][c:70]([P:71]([Pd:72]([P:73]([c:74]2[cH:75][cH:76][cH:77][cH:78][cH:79]2)([c:80]2[cH:81][cH:82][cH:83][cH:84][cH:85]2)[c:86]2[cH:87][cH:88][cH:89][cH:90][cH:91]2)([P:92]([c:93]2[cH:94][cH:95][cH:96][cH:97][cH:98]2)([c:99]2[cH:100][cH:101][cH:102][cH:103][cH:104]2)[c:105]2[cH:106][cH:107][cH:108][cH:109][cH:110]2)[P:111]([c:112]2[cH:113][cH:114][cH:115][cH:116][cH:117]2)([c:118]2[cH:119][cH:120][cH:121][cH:122][cH:123]2)[c:124]2[cH:125][cH:126][cH:127][cH:128][cH:129]2)([c:130]2[cH:131][cH:132][cH:133][cH:134][cH:135]2)[c:136]2[cH:137][cH:138][cH:139][cH:140][cH:141]2)[cH:142][cH:143]1.[n:39]1[cH:40][c:41]([B:49]([OH:50])[OH:51])[cH:42][c:43]2[cH:44][cH:45][cH:46][cH:47][c:48]12>>[CH:1]([c:2]1[cH:3][cH:4][cH:5][cH:6][cH:7]1)([c:8]1[cH:9][cH:10][cH:11][cH:12][cH:13]1)[N:14]1[CH2:15][CH2:16][N:17]([C:20]([CH2:21][O:22][CH2:23][C:24](=[O:25])[NH:26][c:27]2[c:28]([C:29](=[O:30])[O:31][CH3:32])[cH:33][c:34](-[c:41]3[cH:40][n:39][c:48]4[c:43]([cH:42]3)[cH:44][cH:45][cH:46][cH:47]4)[cH:35][cH:36]2)=[O:38])[CH2:18][CH2:19]1. The reactants are CC(C)(C)OC(=O)NCCc1ccc(OCCCC23CC4CC(CC(C4)C2)C3)cc1, CO, Cl. RXN SMILES: [C:1]12([CH2:11][CH2:12][CH2:13][O:14][c:15]3[cH:16][cH:17][c:18]([CH2:21][CH2:22][NH:23][C:24](=[O:25])[O:26][C:27]([CH3:28])([CH3:29])[CH3:30])[cH:19][cH:20]3)[CH2:2][CH:3]3[CH2:4][CH:5]([CH2:6][CH:7]([CH2:8]1)[CH2:9]3)[CH2:10]2.[CH3:32][OH:33].[ClH:31]>>[C:1]12([CH2:11][CH2:12][CH2:13][O:14][c:15]3[cH:16][cH:17][c:18]([CH2:21][CH2:22][NH2:23])[cH:19][cH:20]3)[CH2:2][CH:3]3[CH2:4][CH:5]([CH2:6][CH:7]([CH2:8]1)[CH2:9]3)[CH2:10]2. Yields the product NCCc1ccc(OCCCC23CC4CC(CC(C4)C2)C3)cc1. The reactants are ClC1=C(C=CC(=C1Cl)C(C(CC)=CC1=CC=CC=C1)=O)OC (2,3-dichloro-4-(2-benzylidenebutyryl)anisole), polyphosphoric acid. Solvent: O (water). The product is C(C)C1C(C2=C(C(=C(C=C2C1C1=CC=CC=C1)OC)Cl)Cl)=O (2-ethyl-3-phenyl-5-methoxy-6,7-dichloro-1-indanone). Reaction SMILES: [Cl:1][C:2]1[C:7]([Cl:8])=[C:6]([C:9](=[O:20])[C:10](=[CH:13][C:14]2[CH:19]=[CH:18][CH:17]=[CH:16][CH:15]=2)[CH2:11][CH3:12])[CH:5]=[CH:4][C:3]=1[O:21][CH3:22]>O>[CH2:11]([CH:10]1[CH:13]([C:14]2[CH:15]=[CH:16][CH:17]=[CH:18][CH:19]=2)[C:5]2[C:6](=[C:7]([Cl:8])[C:2]([Cl:1])=[C:3]([O:21][CH3:22])[CH:4]=2)[C:9]1=[O:20])[CH3:12]. Procedure details: A stirred mixture of 2,3-dichloro-4-(2-benzylidenebutyryl)anisole (55.6 g., 0.166 mole) and polyphosphoric acid (550 g.) is heated at 95°-100° C. for 6 hours than at 80°-85° C. for 16 hours, and then poured into water (2 l.) affording 2-ethyl-3-phenyl-5-methoxy-6,7-dichloro-1-indanone which melts at 114°-116° C. after recrystallization from acetic acid-water. Starting materials: Fc1cc(Br)cc(-n2ccc(-c3ccccn3)c2)c1, N#Cc1ccccc1B(O)O, O=C([O-])[O-], CCCCCC, COCCOC, CCOC(C)=O, [K+], [K+], O, c1ccc(P(c2ccccc2)(c2ccccc2)[Pd](P(c2ccccc2)(c2ccccc2)c2ccccc2)(P(c2ccccc2)(c2ccccc2)c2ccccc2)P(c2ccccc2)(c2ccccc2)c2ccccc2)cc1. RXN SMILES: [Br:1][c:2]1[cH:3][c:4](-[n:9]2[cH:10][c:11](-[c:14]3[n:15][cH:16][cH:17][cH:18][cH:19]3)[cH:12][cH:13]2)[cH:5][c:6]([F:8])[cH:7]1.[C:20](#[N:21])[c:22]1[c:23]([B:28]([OH:29])[OH:30])[cH:24][cH:25][cH:26][cH:27]1.[C:31](=[O:32])([O-:33])[O-:34].[CH3:127][CH2:128][CH2:129][CH2:130][CH2:131][CH3:132].[CH3:38][O:39][CH2:40][CH2:41][O:42][CH3:43].[CH3:44][CH2:45][O:46][C:47]([CH3:48])=[O:49].[K+:35].[K+:36].[OH2:37].[cH:50]1[cH:51][cH:52][c:53]([P:54]([Pd:55]([P:56]([c:57]2[cH:58][cH:59][cH:60][cH:61][cH:62]2)([c:63]2[cH:64][cH:65][cH:66][cH:67][cH:68]2)[c:69]2[cH:70][cH:71][cH:72][cH:73][cH:74]2)([P:75]([c:76]2[cH:77][cH:78][cH:79][cH:80][cH:81]2)([c:82]2[cH:83][cH:84][cH:85][cH:86][cH:87]2)[c:88]2[cH:89][cH:90][cH:91][cH:92][cH:93]2)[P:94]([c:95]2[cH:96][cH:97][cH:98][cH:99][cH:100]2)([c:101]2[cH:102][cH:103][cH:104][cH:105][cH:106]2)[c:107]2[cH:108][cH:109][cH:110][cH:111][cH:112]2)([c:113]2[cH:114][cH:115][cH:116][cH:117][cH:118]2)[c:119]2[cH:120][cH:121][cH:122][cH:123][cH:124]2)[cH:125][cH:126]1>>[c:2]1(-[c:23]2[c:22]([C:20]#[N:21])[cH:27][cH:26][cH:25][cH:24]2)[cH:3][c:4](-[n:9]2[cH:10][c:11](-[c:14]3[n:15][cH:16][cH:17][cH:18][cH:19]3)[cH:12][cH:13]2)[cH:5][c:6]([F:8])[cH:7]1. Yields the product N#Cc1ccccc1-c1cc(F)cc(-n2ccc(-c3ccccn3)c2)c1.